This data is from the Open Reaction Database (ORD), a public repository of structured organic reaction records. The task is: describe an organic reaction: reactants, conditions, products, and yield Reactants: C1(CC1)C(=O)NC=1SC2=C(N1)C=CC(=C2)OS(=O)(=O)C2=CC=C(C=C2)F (4-fluorobenzenesulfonic acid 2-(cyclopropanecarbonylamino)-benzothiazol-6-yl ester), C1(CCCC1)N (cyclopentylamine). Solvent: CN1CCCC1=O (NMP). The product is C1(CC1)C(=O)NC=1SC2=C(N1)C=CC(=C2)OS(=O)(=O)C2=CC=C(C=C2)NC2CCCC2 (4-cyclopentylaminobenzenesulfonic 2-(cyclo-propanecarbonylamino)benzothiazol-6-yl ester). As a reaction SMILES: [CH:1]1([C:4]([NH:6][C:7]2[S:8][C:9]3[CH:15]=[C:14]([O:16][S:17]([C:20]4[CH:25]=[CH:24][C:23](F)=[CH:22][CH:21]=4)(=[O:19])=[O:18])[CH:13]=[CH:12][C:10]=3[N:11]=2)=[O:5])[CH2:3][CH2:2]1.[CH:27]1([NH2:32])[CH2:31][CH2:30][CH2:29][CH2:28]1>CN1C(=O)CCC1>[CH:1]1([C:4]([NH:6][C:7]2[S:8][C:9]3[CH:15]=[C:14]([O:16][S:17]([C:20]4[CH:25]=[CH:24][C:23]([NH:32][CH:27]5[CH2:31][CH2:30][CH2:29][CH2:28]5)=[CH:22][CH:21]=4)(=[O:19])=[O:18])[CH:13]=[CH:12][C:10]=3[N:11]=2)=[O:5])[CH2:3][CH2:2]1. Reported procedure: A solution of 4-fluorobenzenesulfonic 2-(cyclopropanecarbonylamino)benzo-thiazol-6-yl ester (example 7) (50 mg, 127.4 μmol) and cyclopentylamine (51 μl, 0.51 mmol) in 0.5 ml of NMP is heated at 150° C. by microwave for 5 minutes. The crude reaction product is purified by preparative LC/MS (basic medium (pH 9)) to give after freeze-drying 38 mg of 4-cyclopentylamino-benzenesulfonic 2-(cyclopropanecarbonylamino)benzothiazol-6-yl ester (white solid).